This data is from the Open Reaction Database (ORD), a public repository of structured organic reaction records. The task is: describe an organic reaction: reactants, conditions, products, and yield The reactants are C(C1=CC=CC=C1)(C1=CC=CC=C1)OC(=O)C=1N2C(C(C2S(CC1C1=CN=C(S1)C1=CC=NC=C1)=O)NC(=O)OC(C)(C)C)=O (2-Benzhydryloxycarbonyl-7-t-butoxycarbonylamino-8-oxo-3-[2-(pyridin-4-yl)-thiazol-5-yl]-5-thia-1-azabicyclo[4.2.0]oct-2-ene 5-oxide), CS(=O)(=O)O (methanesulphonic acid). Solvent: C(C)#N (acetonitrile). Yields the product NC1C2S(CC(=C(N2C1=O)C(=O)OC(C1=CC=CC=C1)C1=CC=CC=C1)C1=CN=C(S1)C1=CC=NC=C1)=O (7-amino-2-benzhydryloxycarbonyl-8-oxo-3-[2-(pyridin-4-yl)thiazol-5-yl]-5-thia-1-azabicyclo[4.2.0]oct-2-ene 5-oxide). The yield is 50.0%. RXN SMILES: [CH:1]([O:14][C:15]([C:17]1[N:18]2[CH:21]([S:22](=[O:36])[CH2:23][C:24]=1[C:25]1[S:29][C:28]([C:30]3[CH:35]=[CH:34][N:33]=[CH:32][CH:31]=3)=[N:27][CH:26]=1)[CH:20]([NH:37]C(OC(C)(C)C)=O)[C:19]2=[O:45])=[O:16])([C:8]1[CH:13]=[CH:12][CH:11]=[CH:10][CH:9]=1)[C:2]1[CH:7]=[CH:6][CH:5]=[CH:4][CH:3]=1.CS(O)(=O)=O>C(#N)C>[NH2:37][CH:20]1[C:19](=[O:45])[N:18]2[CH:21]1[S:22](=[O:36])[CH2:23][C:24]([C:25]1[S:29][C:28]([C:30]3[CH:31]=[CH:32][N:33]=[CH:34][CH:35]=3)=[N:27][CH:26]=1)=[C:17]2[C:15]([O:14][CH:1]([C:8]1[CH:9]=[CH:10][CH:11]=[CH:12][CH:13]=1)[C:2]1[CH:7]=[CH:6][CH:5]=[CH:4][CH:3]=1)=[O:16]. Procedure details: 2-Benzhydryloxycarbonyl-7-t-butoxycarbonylamino-8-oxo-3-[2-(pyridin-4-yl)-thiazol-5-yl]-5-thia-1-azabicyclo[4.2.0]oct-2-ene 5-oxide (6.4 g) is treated with methanesulphonic acid (6 cc) in acetonitrile (60 cc) in accordance with the procedure of Example 2 to give 7-amino-2-benzhydryloxycarbonyl-8-oxo-3-[2-(pyridin-4-yl)thiazol-5-yl]-5-thia-1-azabicyclo[4.2.0]oct-2-ene 5-oxide (2.7 g) in the form of a hard brown foam. The reactants are C1(=CC=CC=C1)CCC(=O)NS(=O)(=O)C=1C=C(C(=C(C1)C=O)O)C1=C(C=CC=C1)O (N-(3-Phenylpropionyl)-5-formyl-6,2′-dihydroxy-biphenyl-3-sulfonamide), Cl.NC=1C=C(C(=N)N)C=CC1N (3,4-diaminobenzamidine hydrochloride), C1(C=CC(C=C1)=O)=O (benzoquinone). The solvent is C(C)O (ethanol). Product: OC1=C(C=C(C=C1C1=NC2=C(N1)C=CC(=C2)C(=N)N)S(=O)(=O)NC(CCC2=CC=CC=C2)=O)C2=C(C=CC=C2)O (2-[2,2′-dihydroxy-5-(3-phenylpropionylaminosulfonyl)biphenyl-3-yl]-1H-benzoimidazole-5-carboxamidine). Yield: 39.6%. As a reaction SMILES: [C:1]1([CH2:7][CH2:8][C:9]([NH:11][S:12]([C:15]2[CH:16]=[C:17]([C:24]3[CH:29]=[CH:28][CH:27]=[CH:26][C:25]=3[OH:30])[C:18]([OH:23])=[C:19]([CH:21]=O)[CH:20]=2)(=[O:14])=[O:13])=[O:10])[CH:6]=[CH:5][CH:4]=[CH:3][CH:2]=1.Cl.[NH2:32][C:33]1[CH:34]=[C:35]([CH:39]=[CH:40][C:41]=1[NH2:42])[C:36]([NH2:38])=[NH:37].C1(=O)C=CC(=O)C=C1>C(O)C>[OH:23][C:18]1[C:19]([C:21]2[NH:42][C:41]3[CH:40]=[CH:39][C:35]([C:36]([NH2:38])=[NH:37])=[CH:34][C:33]=3[N:32]=2)=[CH:20][C:15]([S:12]([NH:11][C:9](=[O:10])[CH2:8][CH2:7][C:1]2[CH:2]=[CH:3][CH:4]=[CH:5][CH:6]=2)(=[O:13])=[O:14])=[CH:16][C:17]=1[C:24]1[CH:29]=[CH:28][CH:27]=[CH:26][C:25]=1[OH:30] |f:1.2|. Procedure details: N-(3-Phenylpropionyl)-5-formyl-6,2′-dihydroxy-biphenyl-3-sulfonamide (0.065 g, 0.15 mmol), prepared as in Reference 22, 3,4-diaminobenzamidine hydrochloride (0.043 g 0.23 mmol) and benzoquinone (0.018 g, 0.16 mmol) were combined in ethanol (15 mL) and the mixture was heated under reflux for 1 hour. The solvent was evaporated in vacuum and the product was purified from the residue by reverse phase HPLC (acetonitrile/0.02N HCl gradient) to give 2-[2,2′-dihydroxy-5-(3-phenylpropionylaminosulfonyl)b... Reactants: B(O)(O)O (boric acid), N(=O)[O-].[Na+] (sodium nitrite), NC=1C=C(C=CC1C1CCCCC1)C(C(=O)OCC)=O (ethyl 3-amino-4-cyclohexylphenylglyoxylate), Cl (hydrochloric acid), F (hydrofluoric acid). Run in O (water). Run at temperature 0 celsius, time 0.5 hour. Yields the product diazonium salt, FC=1C=C(C=CC1C1CCCCC1)C(C(=O)OCC)=O (ethyl 3-fluoro-4-cyclohexylphenylglyoxylate). As a reaction SMILES: N[C:2]1[CH:3]=[C:4]([C:14](=[O:20])[C:15]([O:17][CH2:18][CH3:19])=[O:16])[CH:5]=[CH:6][C:7]=1[CH:8]1[CH2:13][CH2:12][CH2:11][CH2:10][CH2:9]1.Cl.N([O-])=O.[Na+].B(O)(O)O.[FH:30]>O>[F:30][C:2]1[CH:3]=[C:4]([C:14](=[O:20])[C:15]([O:17][CH2:18][CH3:19])=[O:16])[CH:5]=[CH:6][C:7]=1[CH:8]1[CH2:13][CH2:12][CH2:11][CH2:10][CH2:9]1 |f:2.3|. Procedure details: To 44.2 g. (0.15 moles) of ethyl 3-amino-4-cyclohexylphenylglyoxylate is added at 0° C. 44 ml. of 1.5 moles of concentrated hydrochloric acid. The reaction mixture is maintained at 0° C. and the diazonium salt is prepared with 23.2 g. (0.32 moles) of 95% sodium nitrite in 80 ml. of water. To this mixture is rapidly added a solution of 10.4 g. (0.17 moles) of boric acid dissolved in 22 g. (0.66 moles) of 60% hydrofluoric acid. The reaction mixture is then stirred for 1/2 hour and filtered, washed... Starting materials: CC=1NC=CN1 (2-methylimidazole), ClC=1N=C(C2=C(N1)SC(=C2)CC)NCC2=CC=C(C=C2)F (2-chloro-6-ethyl-4-(4-fluorobenzylamino)-thieno-[2,3-d]-pyrimidine). The product is CC=1N(C=CN1)C=1N=C(C2=C(N1)SC(=C2)CC)NCC2=CC=C(C=C2)F (2-(2-methylimidazol-1-yl)-6-ethyl-4-(4-fluorobenzylamino)-thieno-[2,3-d]-pyrimidine). Reaction SMILES: [CH3:1][C:2]1[NH:3][CH:4]=[CH:5][N:6]=1.Cl[C:8]1[N:9]=[C:10]([NH:19][CH2:20][C:21]2[CH:26]=[CH:25][C:24]([F:27])=[CH:23][CH:22]=2)[C:11]2[CH:16]=[C:15]([CH2:17][CH3:18])[S:14][C:12]=2[N:13]=1>>[CH3:1][C:2]1[N:3]([C:8]2[N:9]=[C:10]([NH:19][CH2:20][C:21]3[CH:22]=[CH:23][C:24]([F:27])=[CH:25][CH:26]=3)[C:11]3[CH:16]=[C:15]([CH2:17][CH3:18])[S:14][C:12]=3[N:13]=2)[CH:4]=[CH:5][N:6]=1. Procedure: Following the procedure of Example 97, the reaction of 2-methylimidazole with 2-chloro-6-ethyl-4-(4-fluorobenzylamino)-thieno-[2,3-d]-pyrimidine gives 2-(2-methylimidazol-1-yl)-6-ethyl-4-(4-fluorobenzylamino)-thieno-[2,3-d]-pyrimidine.